Dataset: the Open Reaction Database (ORD), a public repository of structured organic reaction records. Task: describe an organic reaction: reactants, conditions, products, and yield Reactants: CC1Cc2ccccc2N1NC(=O)c1ccc(Cl)c(S(=O)(=O)N(Cc2cccc(C(=O)O)c2)C(=O)OC(C)(C)C)c1, CCN(CC)[N+]([O-])=NOCCl. Product: CCN(CC)[N+]([O-])=NOCOC(=O)c1cccc(CN(C(=O)OC(C)(C)C)S(=O)(=O)c2cc(C(=O)NN3c4ccccc4CC3C)ccc2Cl)c1. Reaction SMILES: [C:1]([CH3:2])([CH3:3])([CH3:4])[O:5][C:6](=[O:7])[N:8]([S:9](=[O:10])(=[O:11])[c:12]1[c:13]([Cl:31])[cH:14][cH:15][c:16]([C:18](=[O:19])[NH:20][N:21]2[CH:22]([CH3:30])[CH2:23][c:24]3[cH:25][cH:26][cH:27][cH:28][c:29]32)[cH:17]1)[CH2:32][c:33]1[cH:34][c:35]([C:36](=[O:37])[OH:38])[cH:39][cH:40][cH:41]1.[Cl:42][CH2:43][O:44][N:45]=[N+:46]([O-:47])[N:48]([CH2:49][CH3:50])[CH2:51][CH3:52]>>[C:1]([CH3:2])([CH3:3])([CH3:4])[O:5][C:6](=[O:7])[N:8]([S:9](=[O:10])(=[O:11])[c:12]1[c:13]([Cl:31])[cH:14][cH:15][c:16]([C:18](=[O:19])[NH:20][N:21]2[CH:22]([CH3:30])[CH2:23][c:24]3[cH:25][cH:26][cH:27][cH:28][c:29]32)[cH:17]1)[CH2:32][c:33]1[cH:34][c:35]([C:36](=[O:37])[O:38][CH2:43][O:44][N:45]=[N+:46]([O-:47])[N:48]([CH2:49][CH3:50])[CH2:51][CH3:52])[cH:39][cH:40][cH:41]1. The reactants are C1(CC1)C1=NOC(=N1)C=1N=CN2C1N1C(C=3C(=CC=CC23)F)=NCC1 (5-(3-cyclopropyl-1,2,4-oxadiazol-5-yl)-12-fluoro-2,3-dihydrodiimidazo[1,5-a:1',2'-c]quinazoline), N1CCOCC1 (morpholine). Solvent: CN(C)C=O (DMF). Run at temperature 120 celsius. The product is C1(CC1)C1=NOC(=N1)C=1N=CN2C1N1C(C=3C(=CC=CC23)N2CCOCC2)=NCC1 (5-(3-Cyclopropyl-1,2,4-oxadiazol-5-yl)-2,3-dihydro-12-morpholinodiimidazo[1,5-a:1',2'-c]quinazoline). RXN SMILES: [CH:1]1([C:4]2[N:8]=[C:7]([C:9]3[N:10]=[CH:11][N:12]4[C:21]5[CH:20]=[CH:19][CH:18]=[C:17](F)[C:16]=5[C:15]5=[N:23][CH2:24][CH2:25][N:14]5[C:13]=34)[O:6][N:5]=2)[CH2:3][CH2:2]1.[NH:26]1[CH2:31][CH2:30][O:29][CH2:28][CH2:27]1>CN(C=O)C>[CH:1]1([C:4]2[N:8]=[C:7]([C:9]3[N:10]=[CH:11][N:12]4[C:21]5[CH:20]=[CH:19][CH:18]=[C:17]([N:26]6[CH2:31][CH2:30][O:29][CH2:28][CH2:27]6)[C:16]=5[C:15]5=[N:23][CH2:24][CH2:25][N:14]5[C:13]=34)[O:6][N:5]=2)[CH2:3][CH2:2]1. Procedure: A solution of 5-(3-cyclopropyl-1,2,4-oxadiazol-5-yl)-12-fluoro-2,3-dihydrodiimidazo[1,5-a:1',2'-c]quinazoline (0.25 g, 0.7 mmol) in a mixture of morpholine (10 ml) and DMF (15 ml) was heated at 120° C. for 6 h. Then the solvent was evaporated and the solid residue was triturated with 10 ml of water, filtered off and dried to give the title compound as pale crystals, m.p. 217°-220° C. Yield 0.16 g (57%). (Compound 46).